From a dataset of the Open Reaction Database (ORD), a public repository of structured organic reaction records. describe an organic reaction: reactants, conditions, products, and yield Starting materials: C(CCC)C1=C(C(=O)O)C=CC=C1 (2-butylbenzoic acid), NC1CN2CCC1CC2 ((RS)-3-amino-1-azabicyclo[2.2.2]octane), N[C@@H]1CN2CCC1CC2 ((S)-3-amino-1-azabicyclo[2.2.2]octane). Yields the product N12C[C@H](C(CC1)CC2)NC(C2=C(C=CC=C2)CCCC)=O ((S)-N-(1-azabicyclo[2.2.2]oct-3-yl)-2-butylbenzamide). RXN SMILES: [CH2:1]([C:5]1[CH:13]=[CH:12][CH:11]=[CH:10][C:6]=1[C:7]([OH:9])=O)[CH2:2][CH2:3][CH3:4].[NH2:14][CH:15]1[CH:20]2[CH2:21][CH2:22][N:17]([CH2:18][CH2:19]2)[CH2:16]1.N[C@H]1C2CCN(CC2)C1>>[N:17]12[CH2:22][CH2:21][CH:20]([CH2:19][CH2:18]1)[C@H:15]([NH:14][C:7](=[O:9])[C:6]1[CH:10]=[CH:11][CH:12]=[CH:13][C:5]=1[CH2:1][CH2:2][CH2:3][CH3:4])[CH2:16]2. Procedure: Proceeding as in Example 1, Method A, but replacing 2,3-dimethyl benzoic acid with 2-butylbenzoic acid and (RS)-3-amino-1-azabicyclo[2.2.2]octane with (S)-3-amino-1-azabicyclo[2.2.2]octane gave (S)-N-(1-azabicyclo[2.2.2]oct-3-yl)-2-butylbenzamide. Starting materials: CNC1=C(C=CC=C1)N (N-methyl-1,2-phenylene-diamine), C(C(=O)C)(=O)O (pyruvic acid). Yields the product CN1C(C(=NC2=CC=CC=C12)C)=O (1,3-Dimethyl-1H-quinoxalin-2-one). Reaction SMILES: [CH3:1][NH:2][C:3]1[CH:8]=[CH:7][CH:6]=[CH:5][C:4]=1[NH2:9].[C:10](O)(=[O:14])[C:11]([CH3:13])=O>>[CH3:1][N:2]1[C:3]2[C:4](=[CH:5][CH:6]=[CH:7][CH:8]=2)[N:9]=[C:11]([CH3:13])[C:10]1=[O:14]. Reported procedure: Reaction between N-methyl-1,2-phenylene-diamine and pyruvic acid gave after recrystallisation (EtOH) the title compound; Reactants: C(C)C1=CC=C(S1)C(=O)O (5-ethyl-thiophene-2-carboxylic acid), S1C(=CC=C1)C(=O)O (2-thiophenecarboxylic acid), ICCC (1-iodopropane). Product: C(CC)C1=CC=C(S1)C(=O)O (5-n-Propyl-thiophene-2-carboxylic acid). As a reaction SMILES: [CH2:1]([C:3]1[S:7][C:6]([C:8]([OH:10])=[O:9])=[CH:5][CH:4]=1)[CH3:2].S1C=CC=[C:12]1C(O)=O.ICCC>>[CH2:1]([C:3]1[S:7][C:6]([C:8]([OH:10])=[O:9])=[CH:5][CH:4]=1)[CH2:2][CH3:12]. Procedure details: The title compound is prepared in analogy to 5-ethyl-thiophene-2-carboxylic acid starting from 2-thiophenecarboxylic acid and 1-iodopropane; LC-MS: tR=0.87 min, 1H NMR (CDCl3): δ 0.99 (t, J=7.0 Hz, 3H), 1.74 (hex, J=7.3 Hz, 2H), 2.83 (t, J=7.6 Hz, 2H), 6.82 (d, J=3.5 Hz, 1H), 7.73 (d, J=3.8 Hz, 1H). Reactants: Cl (hydrochloric acid), BrC1=CC=C(C=C1)C1=CC=CC=C1 (4-bromobiphenyl), NC1=C(C(=O)OC(C)(C)C)C=CC(=C1)C1=CC=CC=C1 (tert-butyl 2-amino-4-phenylbenzoate), C([O-])([O-])=O.[Cs+].[Cs+] (cesium carbonate). The reagents and catalysts are C=1C=CC(=CC1)/C=C/C(=O)/C=C/C2=CC=CC=C2.C=1C=CC(=CC1)/C=C/C(=O)/C=C/C2=CC=CC=C2.C=1C=CC(=CC1)/C=C/C(=O)/C=C/C2=CC=CC=C2.[Pd].[Pd] (tris(dibenzylideneacetone)dipalladium(0)), C(C)(=O)[O-].[Pd+2].C(C)(=O)[O-] (palladium acetate), C1(CCCCC1)P(C1=C(C=CC=C1)C1=C(C=C(C=C1C(C)C)C(C)C)C(C)C)C1CCCCC1 (2-Dicyclohexylphosphino-2′,4′,6′-triisopropylbiphenyl), C(C)(=O)[O-].[Pd+2].C(C)(=O)[O-] (palladium acetate), C=1C=CC(=CC1)/C=C/C(=O)/C=C/C2=CC=CC=C2.C=1C=CC(=CC1)/C=C/C(=O)/C=C/C2=CC=CC=C2.C=1C=CC(=CC1)/C=C/C(=O)/C=C/C2=CC=CC=C2.[Pd].[Pd] (tris(dibenzylideneacetone)dipalladium(0)), C1(CCCCC1)P(C1=C(C=CC=C1)C1=C(C=C(C=C1C(C)C)C(C)C)C(C)C)C1CCCCC1 (2-dicyclohexylphosphino-2′,4′,6′-triisopropylbiphenyl). The solvent is C(C)(=O)OCC (ethyl acetate), C1(=CC=CC=C1)C (toluene). Product: C1(=CC=C(C=C1)NC1=C(C(=O)OC(C)(C)C)C=CC(=C1)C1=CC=CC=C1)C1=CC=CC=C1 (tert-butyl 2-((biphenyl-4-yl)amino)-4-phenylbenzoate). The yield is 76.7%. As a reaction SMILES: Br[C:2]1[CH:7]=[CH:6][C:5]([C:8]2[CH:13]=[CH:12][CH:11]=[CH:10][CH:9]=2)=[CH:4][CH:3]=1.[NH2:14][C:15]1[CH:27]=[C:26]([C:28]2[CH:33]=[CH:32][CH:31]=[CH:30][CH:29]=2)[CH:25]=[CH:24][C:16]=1[C:17]([O:19][C:20]([CH3:23])([CH3:22])[CH3:21])=[O:18].C(=O)([O-])[O-].[Cs+].[Cs+].Cl>C([O-])(=O)C.[Pd+2].C([O-])(=O)C.C1C=CC(/C=C/C(/C=C/C2C=CC=CC=2)=O)=CC=1.C1C=CC(/C=C/C(/C=C/C2C=CC=CC=2)=O)=CC=1.C1C=CC(/C=C/C(/C=C/C2C=CC=CC=2)=O)=CC=1.[Pd].[Pd].C1(P(C2CCCCC2)C2C=CC=CC=2C2C(C(C)C)=CC(C(C)C)=CC=2C(C)C)CCCCC1.C(OCC)(=O)C.C1(C)C=CC=CC=1>[C:5]1([C:8]2[CH:13]=[CH:12][CH:11]=[CH:10][CH:9]=2)[CH:6]=[CH:7][C:2]([NH:14][C:15]2[CH:27]=[C:26]([C:28]3[CH:29]=[CH:30][CH:31]=[CH:32][CH:33]=3)[CH:25]=[CH:24][C:16]=2[C:17]([O:19][C:20]([CH3:23])([CH3:22])[CH3:21])=[O:18])=[CH:3][CH:4]=1 |f:2.3.4,6.7.8,9.10.11.12.13|. Procedure: To toluene 3.0 mL solution of 4-bromobiphenyl 0.43 g were added 2-dicyclohexylphosphino-2′,4′,6′-triisopropylbiphenyl 17 mg, tert-butyl 2-amino-4-phenylbenzoate 0.20 g, cesium carbonate 0.48 g, palladium acetate 1.7 mg and tris(dibenzylideneacetone)dipalladium(0) 6.8 mg at room temperature, and it was heated and refluxed for 5 hours and 40 minutes. 2-Dicyclohexylphosphino-2′,4′,6′-triisopropylbiphenyl 17 mg, tris(dibenzylideneacetone)dipalladium(0) 6.8 mg and palladium acetate 1.7 mg were added ... Reactants: O=C([O-])[O-], CN(C)C=O, O=[N+]([O-])c1ccc(F)c(Cl)c1, [K+], [K+], O, N#Cc1cccc(O)c1. Product: N#Cc1cccc(Oc2ccc([N+](=O)[O-])cc2Cl)c1. As a reaction SMILES: [C:21](=[O:22])([O-:23])[O-:24].[CH3:28][N:29]([CH3:30])[CH:31]=[O:32].[Cl:1][c:2]1[c:3]([F:11])[cH:4][cH:5][c:6]([N+:8](=[O:9])[O-:10])[cH:7]1.[K+:25].[K+:26].[OH2:27].[OH:12][c:13]1[cH:14][c:15]([C:16]#[N:17])[cH:18][cH:19][cH:20]1>>[Cl:1][c:2]1[c:3]([O:12][c:13]2[cH:14][c:15]([C:16]#[N:17])[cH:18][cH:19][cH:20]2)[cH:4][cH:5][c:6]([N+:8](=[O:9])[O-:10])[cH:7]1. The reactants are O=C1CCC1, [BH3-]C#N, CC(=O)O, CO, Nn1c(=O)cc(O)c2ccccc21, [Na+]. Yields the product O=c1cc(O)c2ccccc2n1NC1CCC1. As a reaction SMILES: [C:14]1(=[O:18])[CH2:15][CH2:16][CH2:17]1.[C:23]([BH3-:24])#[N:25].[CH3:19][C:20](=[O:21])[OH:22].[CH3:27][OH:28].[NH2:1][n:2]1[c:3](=[O:13])[cH:4][c:5]([OH:12])[c:6]2[cH:7][cH:8][cH:9][cH:10][c:11]12.[Na+:26]>>[NH:1]([n:2]1[c:3](=[O:13])[cH:4][c:5]([OH:12])[c:6]2[cH:7][cH:8][cH:9][cH:10][c:11]12)[CH:14]1[CH2:15][CH2:16][CH2:17]1.